Dataset: the Open Reaction Database (ORD), a public repository of structured organic reaction records. Task: describe an organic reaction: reactants, conditions, products, and yield Reactants: COC(=O)c1cc(-c2ccc(C)cn2)cc(-n2ncnc2C(C)C)c1, CO, Cl, [Na+], [OH-]. Yields the product Cc1ccc(-c2cc(C(=O)O)cc(-n3ncnc3C(C)C)c2)nc1. Reaction SMILES: [CH3:1][O:2][C:3]([c:4]1[cH:5][c:6](-[n:17]2[n:18][cH:19][n:20][c:21]2[CH:22]([CH3:23])[CH3:24])[cH:7][c:8](-[c:10]2[n:11][cH:12][c:13]([CH3:16])[cH:14][cH:15]2)[cH:9]1)=[O:25].[CH3:29][OH:30].[ClH:28].[Na+:27].[OH-:26]>>[O:2]=[C:3]([c:4]1[cH:5][c:6](-[n:17]2[n:18][cH:19][n:20][c:21]2[CH:22]([CH3:23])[CH3:24])[cH:7][c:8](-[c:10]2[n:11][cH:12][c:13]([CH3:16])[cH:14][cH:15]2)[cH:9]1)[OH:25].